This data is from the Open Reaction Database (ORD), a public repository of structured organic reaction records. The task is: describe an organic reaction: reactants, conditions, products, and yield Starting materials: BrC=1SC(=CC1I)Br (2,5-dibromo-3-iodothiophene), C#CCCCCCCCC (1-decyne). Reagents/catalysts: Cl[Pd]([P](C1=CC=CC=C1)(C2=CC=CC=C2)C3=CC=CC=C3)([P](C4=CC=CC=C4)(C5=CC=CC=C5)C6=CC=CC=C6)Cl (dichlorobis(triphenylphosphine)palladium), [Cu]I (copper(I) iodide). The solvent is C(C)N(CC)CC (triethylamine). Conditions: temperature 0 celsius, time 20 hour. Yields the product BrC=1SC(=CC1C#CCCCCCCCC)Br (2,5-Dibromo-3-decynylthiophene). As a reaction SMILES: [Br:1][C:2]1[S:3][C:4]([Br:8])=[CH:5][C:6]=1I.[CH:9]#[C:10][CH2:11][CH2:12][CH2:13][CH2:14][CH2:15][CH2:16][CH2:17][CH3:18]>C(N(CC)CC)C.Cl[Pd](Cl)([P](C1C=CC=CC=1)(C1C=CC=CC=1)C1C=CC=CC=1)[P](C1C=CC=CC=1)(C1C=CC=CC=1)C1C=CC=CC=1.[Cu]I>[Br:1][C:2]1[S:3][C:4]([Br:8])=[CH:5][C:6]=1[C:9]#[C:10][CH2:11][CH2:12][CH2:13][CH2:14][CH2:15][CH2:16][CH2:17][CH3:18] |^1:28,47|. Procedure details: To a solution of the above prepared 2,5-dibromo-3-iodothiophene (3.43 grams, 9.3 mmol) and 1-decyne (1.45 grams, 10.5 mmol) in triethylamine (50 milliliters) were added dichlorobis(triphenylphosphine)palladium (II) (0.28 gram, 0.4 mmol) and copper(I) iodide (38 milligrams, 0.2 mmol) at 0° C. under argon. The reaction mixture was stirred at 0° C. for 6 hours and at room temperature for 20 hours under argon. After evaporation of the solvent, the product was purified by column chromatography on sil... The reactants are N1CCCC1 (Pyrrolidine), Cl.C(C)N=C=NCCCN(C)C (1-Ethyl-3-(3-dimethylaminopropyl)carbodiimide hydrochloride), O.ON1N=NC2=C1C=CC=C2 (1-hydroxybenzotriazole monohydrate), C(C1=CC=CC=C1)(=O)C1=CC2=C(N=C(N2)C2=CC=C(O2)C(=O)O)C=C1 (5-(5-benzoylbenzimidazol-2-yl)-furan-2-carboxylic acid), N1=CC=CC=C1 (pyridine). Conditions: temperature 70 celsius, time 6 hour. Product: C(C1=CC=CC=C1)(=O)C1=CC2=C(N=C(N2)C=2C=C(OC2)C(=O)N2CCCC2)C=C1 ((4-(5-benzoylbenzimidazol-2-yl)-2-furanylcarbonyl)pyrrolidine). Yield: 88.0%. Reaction SMILES: Cl.C(N=C=N[CH2:7][CH2:8][CH2:9][N:10]([CH3:12])C)C.[OH2:13].ON1[C:19]2[CH:20]=C[CH:22]=[CH:23][C:18]=2N=N1.C(C1C=CC2N=C([C:39]3[O:43][C:42]([C:44](O)=[O:45])=[CH:41][CH:40]=3)NC=2C=1)(=O)C1C=CC=CC=1.[NH:49]1[CH2:53][CH2:52][CH2:51][CH2:50]1.[N:54]1[CH:59]=[CH:58][CH:57]=[CH:56][CH:55]=1>>[C:56]([C:57]1[CH:7]=[CH:8][C:9]2[N:10]=[C:12]([C:40]3[CH:41]=[C:42]([C:44]([N:49]4[CH2:53][CH2:52][CH2:51][CH2:50]4)=[O:45])[O:43][CH:39]=3)[NH:54][C:59]=2[CH:58]=1)(=[O:13])[C:55]1[CH:22]=[CH:23][CH:18]=[CH:19][CH:20]=1 |f:0.1,2.3|. Procedure: 1-Ethyl-3-(3-dimethylaminopropyl)carbodiimide hydrochloride (63 mg, 0.33 mmol) and 1-hydroxybenzotriazole monohydrate (51 mg, 0.33 mmol) were added to a pyridine (4 ml) solution of the 5-(5-benzoylbenzimidazol-2-yl)-furan-2-carboxylic acid (100 mg, 0.30 mmol) obtained in Example 57. Pyrrolidine (21 mg, 0.30 mmol) was added and then heated. The reaction mixture was stirred at 70° C. for 6 hours, and then allowed to cool to room temperature with stirring. The solvent was evaporated, and the residu... The product is Cl.Cl.Cl.NC1=CC=C(C=C1)NCCCC[C@H](N)C(=O)O (Nε-(4-Aminophenyl)-L-lysine Trihydrochloride). Procedure: 2 g (7.48 mmol) of Nε-(4-nitrophenyl)-L-lysine are dissolved in 30 ml of ethanol, 9 ml of water and 5.2 ml (3.5 eq) of 5N hydrochloric acid in a 250 ml glass reactor (Paar apparatus). 2 g of palladium-on-charcoal with a moisture content of 50% and an active content of 10% are then introduced. The mixture is hydrogenated under a pressure of approximately 2.76×105 Pa for 1 hour and at a temperature of 10° C. After filtering through celite, the filtrate is evaporated. The purplish oily residue is t... Reaction conditions: time 1 hour. Reactants: O (water), [N+](=O)([O-])C1=CC=C(C=C1)NCCCC[C@H](N)C(=O)O (Nε-(4-nitrophenyl)-L-lysine), Cl (hydrochloric acid). As a reaction SMILES: [N+:1]([C:4]1[CH:9]=[CH:8][C:7]([NH:10][CH2:11][CH2:12][CH2:13][CH2:14][C@@H:15]([C:17]([OH:19])=[O:18])[NH2:16])=[CH:6][CH:5]=1)([O-])=O.O.[ClH:21]>C(O)C.[Pd]>[ClH:21].[ClH:21].[ClH:21].[NH2:1][C:4]1[CH:5]=[CH:6][C:7]([NH:10][CH2:11][CH2:12][CH2:13][CH2:14][C@@H:15]([C:17]([OH:19])=[O:18])[NH2:16])=[CH:8][CH:9]=1 |f:5.6.7.8|. Run in C(C)O (ethanol). Reagents/catalysts: [Pd] (palladium-on-charcoal). The yield is 99.0%. The product is C(C)(=O)NC1=CC(=C(CO)C=C1)C (4-acetamido-2-methylbenzyl alcohol). Reaction SMILES: [BH4-].[Na+].[C:3]([NH:6][C:7]1[CH:14]=[CH:13][C:10]([CH:11]=[O:12])=[C:9]([CH3:15])[CH:8]=1)(=[O:5])[CH3:4]>CO>[C:3]([NH:6][C:7]1[CH:14]=[CH:13][C:10]([CH2:11][OH:12])=[C:9]([CH3:15])[CH:8]=1)(=[O:5])[CH3:4] |f:0.1|. The yield is 85.1%. The solvent is CO (methanol). Conditions: time 3 hour. Reported procedure: Sodium borohydride (0.248 g) was added portionwise to a solution of 4-acetamido-2-methyl benzaldehyde (2.58 g) in methanol (26 ml) with ice-cooling. After being stirred for 3 hours, the mixture was evaporated in vacuo and the residue was washed with water and dried to give 4-acetamido-2-methylbenzyl alcohol (2.22 g). Reactants: [BH4-].[Na+] (Sodium borohydride), C(C)(=O)NC1=CC(=C(C=O)C=C1)C (4-acetamido-2-methyl benzaldehyde).